This data is from the Open Reaction Database (ORD), a public repository of structured organic reaction records. The task is: describe an organic reaction: reactants, conditions, products, and yield Starting materials: FC=1C=C(C=CC1OC)C=1C=C(C(NN1)=O)C(=O)OC (6-(3-fluoro-4-methoxyphenyl)-4-methoxycarbonyl-2H-pyridazin-3-one), FC=1C=C(CBr)C=CC1F (3,4-difluorobenzyl bromide). Product: FC=1C=C(CN2N=C(C=C(C2=O)C(=O)OC)C2=CC(=C(C=C2)OC)F)C=CC1F (2-(3,4-difluorobenzyl)-6-(3-fluoro-4-methoxyphenyl)-4-methoxycarbonyl-2H-pyridazin-3-one). Isolated yield 92.1%. Reaction SMILES: [F:1][C:2]1[CH:3]=[C:4]([C:10]2[CH:11]=[C:12]([C:17]([O:19][CH3:20])=[O:18])[C:13](=[O:16])[NH:14][N:15]=2)[CH:5]=[CH:6][C:7]=1[O:8][CH3:9].[F:21][C:22]1[CH:23]=[C:24]([CH:27]=[CH:28][C:29]=1[F:30])[CH2:25]Br>>[F:21][C:22]1[CH:23]=[C:24]([CH:27]=[CH:28][C:29]=1[F:30])[CH2:25][N:14]1[C:13](=[O:16])[C:12]([C:17]([O:19][CH3:20])=[O:18])=[CH:11][C:10]([C:4]2[CH:5]=[CH:6][C:7]([O:8][CH3:9])=[C:2]([F:1])[CH:3]=2)=[N:15]1. Reported procedure: Following the procedure of Example 1(6), 6-(3-fluoro-4-methoxyphenyl)-4-methoxycarbonyl-2H-pyridazin-3-one and 3,4-difluorobenzyl bromide were reacted to yield the title compound as a yellow crystalline powder (yield: 92.1%). The reactants are C1(=CC=CC=C1)C1CN(CCN1)C1=C(C=C2C(C(=CN(C2=N1)C12CC(C1)C2)C(=O)O)=O)F (7-(3-phenyl-1-piperazinyl)-1-(bicyclo[1.1.1]pent-1-yl)-1,4-dihydro-6-fluoro-4-oxo-1,8-naphthyridine-3-carboxylic acid), CS(=O)(=O)[O-] (methanesulfonate). The product is CC1CN(CCN1C)C1=C(C=C2C(C(=CN(C2=N1)C12CC(C1)C2)C(=O)O)=O)F (7-(3,4-dimethyl-1-piperazinyl)-1-(bicyclo[1.1.1]pent-1-yl)-1,4-dihydro-6-fluoro-4-oxo-1,8-naphthyridine-3-carboxylic acid). Reaction SMILES: [C:1]1([CH:7]2[NH:12][CH2:11][CH2:10][N:9]([C:13]3[N:22]=[C:21]4[C:16]([C:17](=[O:31])[C:18]([C:28]([OH:30])=[O:29])=[CH:19][N:20]4[C:23]45[CH2:27][CH:25]([CH2:26]4)[CH2:24]5)=[CH:15][C:14]=3[F:32])[CH2:8]2)C=CC=CC=1.[CH3:33]S([O-])(=O)=O>>[CH3:1][CH:7]1[N:12]([CH3:33])[CH2:11][CH2:10][N:9]([C:13]2[N:22]=[C:21]3[C:16]([C:17](=[O:31])[C:18]([C:28]([OH:30])=[O:29])=[CH:19][N:20]3[C:23]34[CH2:27][CH:25]([CH2:26]3)[CH2:24]4)=[CH:15][C:14]=2[F:32])[CH2:8]1. Procedure: 7-(3-phenyl-1-piperazinyl)-1-(bicyclo[1.1.1]pent-1-yl)-1,4-dihydro-6-fluoro-4-oxo-1,8-naphthyridine-3-carboxylic acid, methanesulfonate; Starting materials: [Cl-].[Al+3].[Cl-].[Cl-] (aluminum chloride), [OH-].[Na+] (sodium hydroxide), ice water, CC(C(=O)N(C1=CC=CC=C1)C1CCN(CC1)CC1=CC=CC=C1)=CC1=CC=CC=C1 (N-(α-methylcinnamoyl)-N-(1-benzyl-4-piperidinyl)aniline). Solvent: ClC1=CC=CC=C1 (chlorobenzene). Run at temperature 110 celsius. The product is Cl.C(C1=CC=CC=C1)N1CCC(CC1)N1C(=O)C(=CC2=CC=CC=C12)C (1-(1-benzyl-4-piperidinyl)-3-methylcarbostyril hydrochloride). Isolated yield 74.2%. RXN SMILES: [Cl-:1].[Al+3].[Cl-].[Cl-].[CH3:5][C:6](=[CH:29][C:30]1[CH:35]=[CH:34][CH:33]=[CH:32][CH:31]=1)[C:7]([N:9]([CH:16]1[CH2:21][CH2:20][N:19]([CH2:22][C:23]2[CH:28]=[CH:27][CH:26]=[CH:25][CH:24]=2)[CH2:18][CH2:17]1)C1C=CC=CC=1)=[O:8].[OH-].[Na+]>ClC1C=CC=CC=1>[ClH:1].[CH2:22]([N:19]1[CH2:18][CH2:17][CH:16]([N:9]2[C:35]3[C:30](=[CH:31][CH:32]=[CH:33][CH:34]=3)[CH:29]=[C:6]([CH3:5])[C:7]2=[O:8])[CH2:21][CH2:20]1)[C:23]1[CH:24]=[CH:25][CH:26]=[CH:27][CH:28]=1 |f:0.1.2.3,5.6,8.9|. Procedure: To grinded aluminum chloride (26 g) are added chlorobenzene (26 ml) and N-(α-methylcinnamoyl)-N-(1-benzyl-4-piperidinyl)aniline (8.7 g) and the mixture is heated at 110° C. for 1 hour. After cooling, the reaction mixture is poured into ice-water and made alkaline with an aqueous sodium hydroxide solution. After extraction with dichloromethane, the extract is concentrated and the resulting residue is purified by silica gel column chromatography (eluent; methylene chloride). The purified substance... Starting materials: BrC1=CC=CC=C1 (bromobenzene), C1(=CC=CC=C1)[Mg]Br (phenylmagnesium bromide), C(C1=CC=CC=C1)(C1=CC=CC=C1)N1C(CC1)C#N (1-benzhydryl-2-cyanoazetidine), [Mg] (magnesium). Run in CCOCC (ether), CCOCC (ether), CCOCC (ether). Conditions: time 18 hour. Product: C(C1=CC=CC=C1)(C1=CC=CC=C1)N1C(CC1)C(C1=CC=CC=C1)=N (1-Benzhydryl-2-benzimidoylazetidine). RXN SMILES: [C:1]1([Mg]Br)[CH:6]=[CH:5][CH:4]=[CH:3][CH:2]=1.BrC1C=CC=CC=1.[Mg].[CH:17]([N:30]1[CH2:33][CH2:32][CH:31]1[C:34]#[N:35])([C:24]1[CH:29]=[CH:28][CH:27]=[CH:26][CH:25]=1)[C:18]1[CH:23]=[CH:22][CH:21]=[CH:20][CH:19]=1>CCOCC>[CH:17]([N:30]1[CH2:33][CH2:32][CH:31]1[C:34](=[NH:35])[C:1]1[CH:6]=[CH:5][CH:4]=[CH:3][CH:2]=1)([C:24]1[CH:29]=[CH:28][CH:27]=[CH:26][CH:25]=1)[C:18]1[CH:19]=[CH:20][CH:21]=[CH:22][CH:23]=1. Procedure details: Suspend phenylmagnesium bromide in ether by adding under gentle reflux a solution of 189.2 g of bromobenzene in 500 ml of ether to a stirred suspension of 24.4 g of magnesium turnings in 1000 ml. of dry ether. Upon completion of the addition, reflux for another 30 minutes, then allow the mixture to cool for 15 minutes at room temperature. Add portionwise, over 3 to 4 minutes, 119.6 g of 1-benzhydryl-2-cyanoazetidine. Stir the mixture for 18 hours at room temperature, cool to 0° C. and quench by ... The reactants are C(C)(=O)NC1=C(C=C(CN2C([C@H](CC2)NC(C(F)(F)F)=O)=O)C=C1)[N+](=O)[O-] (N-[1-(4-acetylamino-3-nitrobenzyl)-2-oxopyrrolidin-3-(S)-yl]-2,2,2 -trifluoroacetamide), [OH-].[Na+] (NaOH). Run in CCO (EtOH). Reaction conditions: temperature 50 celsius. The product is N[C@@H]1C(N(CC1)CC1=CC(=C(C=C1)N)[N+](=O)[O-])=O (3-(S)-Amino-1-(4-amino-3-nitrobenzyl)-pyrrolidin-2-one). Isolated yield 52.7%. As a reaction SMILES: C([NH:4][C:5]1[CH:24]=[CH:23][C:8]([CH2:9][N:10]2[CH2:14][CH2:13][C@H:12]([NH:15]C(=O)C(F)(F)F)[C:11]2=[O:22])=[CH:7][C:6]=1[N+:25]([O-:27])=[O:26])(=O)C.[OH-].[Na+]>CCO>[NH2:15][C@H:12]1[CH2:13][CH2:14][N:10]([CH2:9][C:8]2[CH:23]=[CH:24][C:5]([NH2:4])=[C:6]([N+:25]([O-:27])=[O:26])[CH:7]=2)[C:11]1=[O:22] |f:1.2|. Procedure: To a solution of N-[1-(4-acetylamino-3-nitrobenzyl)-2-oxopyrrolidin-3-(S)-yl]-2,2,2 -trifluoroacetamide (0.65 g, 1.67 mmol) in EtOH (4 mL) is added 1 N NaOH (6 mL) solution. The yellow mixture is heated at 50° C. for 3 hours as a brown solution resulted. The reaction mixture is allowed to cool and then concentrated in vacuo. The crude residue is diluted with water and 1N NaOH 10 mL) and the aqueous phase is extracted with CHCl3 (4×50 mL). The combined organic layers are dried over anhydrous Na2S... Starting materials: CO, CCN1CC=C(c2cccc(S(C)(=O)=O)c2Cl)CC1, O=[Pt]. Product: CCN1CCC(c2cccc(S(C)(=O)=O)c2Cl)CC1. RXN SMILES: [CH3:22][OH:23].[Cl:1][c:2]1[c:3]([C:12]2=[CH:17][CH2:16][N:15]([CH2:18][CH3:19])[CH2:14][CH2:13]2)[cH:4][cH:5][cH:6][c:7]1[S:8](=[O:9])(=[O:10])[CH3:11].[Pt:20]=[O:21]>>[Cl:1][c:2]1[c:3]([CH:12]2[CH2:13][CH2:14][N:15]([CH2:18][CH3:19])[CH2:16][CH2:17]2)[cH:4][cH:5][cH:6][c:7]1[S:8](=[O:9])(=[O:10])[CH3:11].